This data is from the Open Reaction Database (ORD), a public repository of structured organic reaction records. The task is: describe an organic reaction: reactants, conditions, products, and yield As a reaction SMILES: [Br:36][c:37]1[cH:38][c:39](=[O:46])[n:40]([CH3:45])[c:41]([CH3:44])[c:42]1[CH3:43].[OH:1][C:2]([CH2:3][C:4]1([c:28]2[cH:29][cH:30][cH:31][cH:32][cH:33]2)[CH2:5][CH2:6][N:7]([CH:11]([CH3:12])[c:13]2[cH:14][cH:15][c:16]([B:19]3[O:20][C:21]([CH3:22])([CH3:23])[C:24]([CH3:25])([CH3:26])[O:27]3)[cH:17][cH:18]2)[C:8](=[O:10])[O:9]1)([CH3:34])[CH3:35]>>[OH:1][C:2]([CH2:3][C:4]1([c:28]2[cH:29][cH:30][cH:31][cH:32][cH:33]2)[CH2:5][CH2:6][N:7]([CH:11]([CH3:12])[c:13]2[cH:14][cH:15][c:16](-[c:37]3[cH:38][c:39](=[O:46])[n:40]([CH3:45])[c:41]([CH3:44])[c:42]3[CH3:43])[cH:17][cH:18]2)[C:8](=[O:10])[O:9]1)([CH3:34])[CH3:35]. The reactants are Cc1c(Br)cc(=O)n(C)c1C, CC(c1ccc(B2OC(C)(C)C(C)(C)O2)cc1)N1CCC(CC(C)(C)O)(c2ccccc2)OC1=O. The product is Cc1c(-c2ccc(C(C)N3CCC(CC(C)(C)O)(c4ccccc4)OC3=O)cc2)cc(=O)n(C)c1C. Reactants: C[Mg]Br (methylmagnesium bromide), C1(=CC=CC=C1)C1=C(C(=NO1)C1=C2C(=NO1)C1=CC=C(C=C1CC2)C=O)C(F)(F)F (3-(5-phenyl-4-(trifluoromethyl)isoxazol-3-yl)-4,5-dihydronaphtho[1,2-c]isoxazole-7-carbaldehyde), C[Mg]Br (methylmagnesium bromide). Solvent: C1CCOC1 (THF). Run at temperature -50 celsius, time 30 minute. The product is C1(=CC=CC=C1)C1=C(C(=NO1)C1=C2C(=NO1)C1=CC=C(C=C1CC2)C(C)O)C(F)(F)F (1-(3-(5-phenyl-4-(trifluoromethyl)isoxazol-3-yl)-4,5-dihydronaphtho[1,2-c]isoxazol-7-yl)ethanol). Yield: 99.6%. As a reaction SMILES: [C:1]1([C:7]2[O:11][N:10]=[C:9]([C:12]3[O:16][N:15]=[C:14]4[C:17]5[C:22]([CH2:23][CH2:24][C:13]=34)=[CH:21][C:20]([CH:25]=[O:26])=[CH:19][CH:18]=5)[C:8]=2[C:27]([F:30])([F:29])[F:28])[CH:6]=[CH:5][CH:4]=[CH:3][CH:2]=1.[CH3:31][Mg]Br>C1COCC1>[C:1]1([C:7]2[O:11][N:10]=[C:9]([C:12]3[O:16][N:15]=[C:14]4[C:17]5[C:22]([CH2:23][CH2:24][C:13]=34)=[CH:21][C:20]([CH:25]([OH:26])[CH3:31])=[CH:19][CH:18]=5)[C:8]=2[C:27]([F:28])([F:29])[F:30])[CH:2]=[CH:3][CH:4]=[CH:5][CH:6]=1. Reported procedure: To 3-(5-phenyl-4-(trifluoromethyl)isoxazol-3-yl)-4,5-dihydronaphtho[1,2-c]isoxazole-7-carbaldehyde (Preparation 88A, 0.425 g, 1.036 mmol) in THF (5 mL), cooled to −50° C. was added methylmagnesium bromide (3.0M in diethyl ether) (0.380 mL, 1.139 mmol) over a period of 2 min. The contents were allowed to come to room temperature over a period of 30 min. The reaction mixture was re-cooled to −50° C. and 0.15 mL of methylmagnesium bromide was added and the contents allowed to come to room temperatu... Reactants: O=S(=O)(Cl)C1(CCCOCc2ccccc2)CC1, Cc1c(Nc2ccc(I)cc2F)c(N)c2n(c1=O)CCO2, c1ccncc1. Yields the product Cc1c(Nc2ccc(I)cc2F)c(NS(=O)(=O)C2(CCCOCc3ccccc3)CC2)c2n(c1=O)CCO2. Reaction SMILES: [CH2:22]([c:23]1[cH:24][cH:25][cH:26][cH:27][cH:28]1)[O:29][CH2:30][CH2:31][CH2:32][C:33]1([S:36](=[O:37])(=[O:38])[Cl:39])[CH2:34][CH2:35]1.[NH2:1][c:2]1[c:3]2[n:4]([c:5](=[O:18])[c:6]([CH3:17])[c:7]1[NH:8][c:9]1[c:10]([F:16])[cH:11][c:12]([I:15])[cH:13][cH:14]1)[CH2:19][CH2:20][O:21]2.[cH:40]1[cH:41][cH:42][n:43][cH:44][cH:45]1>>[NH:1]([c:2]1[c:3]2[n:4]([c:5](=[O:18])[c:6]([CH3:17])[c:7]1[NH:8][c:9]1[c:10]([F:16])[cH:11][c:12]([I:15])[cH:13][cH:14]1)[CH2:19][CH2:20][O:21]2)[S:36]([C:33]1([CH2:32][CH2:31][CH2:30][O:29][CH2:22][c:23]2[cH:24][cH:25][cH:26][cH:27][cH:28]2)[CH2:34][CH2:35]1)(=[O:37])=[O:38].